This data is from the Open Reaction Database (ORD), a public repository of structured organic reaction records. The task is: describe an organic reaction: reactants, conditions, products, and yield Starting materials: ClC=1C=CC2=C(N(C3=C(CC2)C=CC(=C3)Cl)CCOCCO)C1 (2-(2-(3,7-dichloro-10,11-dihydro-5H-dibenz[b,f]azepin-5-yl)ethoxy)ethanol), CS(=O)(=O)Cl (methanesulfonyl chloride), N1C[C@@H](CCC1)C(=O)OCC (ethyl (R)-3-piperidinecarboxylate), C([O-])([O-])=O.[K+].[K+] (potassium carbonate), N1C[C@@H](CCC1)C(=O)OCC (ethyl (R)-3-piperidinecarboxylate). Solvent: C(C)OCC (diethyl ether), C(C)N(CC)CC (triethylamine), C(C)OCC (diethyl ether), CC(=O)C (acetone), C(C)(=O)OCC (ethyl acetate), CCCCCCC (n-heptane). Run at time 1 hour. The product is C(C)OC(=O)[C@H]1CN(CCC1)CCOCCN1C2=C(CCC3=C1C=C(C=C3)Cl)C=CC(=C2)Cl ((R)-N-(2-(2-(3,7-dichloro-10,11-dihydro-5H-dibenz[b,f]-azepin-5-yl)ethoxy)ethyl)-3-piperidinecarboxylic acid ethyl ester). Isolated yield 82.5%. As a reaction SMILES: [Cl:1][C:2]1[CH:3]=[CH:4][C:5]2[CH2:11][CH2:10][C:9]3[CH:12]=[CH:13][C:14]([Cl:16])=[CH:15][C:8]=3[N:7]([CH2:17][CH2:18][O:19][CH2:20][CH2:21]O)[C:6]=2[CH:23]=1.CS(Cl)(=O)=O.C(=O)([O-])[O-].[K+].[K+].[NH:35]1[CH2:40][CH2:39][CH2:38][C@@H:37]([C:41]([O:43][CH2:44][CH3:45])=[O:42])[CH2:36]1>C(OCC)C.CC(C)=O.C(OCC)(=O)C.CCCCCCC.C(N(CC)CC)C>[CH2:44]([O:43][C:41]([C@@H:37]1[CH2:38][CH2:39][CH2:40][N:35]([CH2:21][CH2:20][O:19][CH2:18][CH2:17][N:7]2[C:6]3[CH:23]=[C:2]([Cl:1])[CH:3]=[CH:4][C:5]=3[CH2:11][CH2:10][C:9]3[CH:12]=[CH:13][C:14]([Cl:16])=[CH:15][C:8]2=3)[CH2:36]1)=[O:42])[CH3:45] |f:2.3.4|. Procedure details: To a mixture of the above alcohol (1.3 g, 3.7 mmol), triethylamine (1.3 ml) and dry diethyl ether (75 ml) was added dropwise a solution of methanesulfonyl chloride (0.63 g, 5.5 mmol) in dry diethyl ether (25 ml). Stirring was continued for 1 h at room temperature. The reaction mixture was washed with water and dried over potassium carbonate. The solvent was evaporated in vacuo to give an oily residue which was dissolved in acetone (30 ml). To this solution was added potassium carbonate (1.0 g, 7...